From a dataset of the Open Reaction Database (ORD), a public repository of structured organic reaction records. describe an organic reaction: reactants, conditions, products, and yield Starting materials: C(C)(C)N1CCC(C2=CC(=CC=C12)CCNC1=CC=C(C(=O)OCC)C=C1)(C)C (Ethyl 4-[(1-isopropyl-4,4-dimethyl-1,2,3,4-tetrahydroquinolin-6-yl)ethylamino]-benzoate), C(C)(C)N1CCC(C2=CC(=CC=C12)CCNC1=CC=C(C(=O)OCC)C=C1)(C)C (Ethyl 4-[(1-isopropyl-4,4-dimethyl-1,2,3,4-tetrahydroquinolin-6-yl)ethylamino]-benzoate), [OH-].[K+] (KOH). Run in C(C)O (ethanol). Reaction conditions: temperature 40 celsius, time 18 hour. Yields the product C(C)(C)N1CCC(C2=CC(=CC=C12)CCNC1=CC=C(C(=O)O)C=C1)(C)C (4-[(1-Isopropyl-4,4-dimethyl-1,2,3,4-tetrahydroquinolin-6-yl)ethylamino]benzoic acid). Isolated yield 91.0%. As a reaction SMILES: [CH:1]([N:4]1[C:13]2[C:8](=[CH:9][C:10]([CH2:14][CH2:15][NH:16][C:17]3[CH:27]=[CH:26][C:20]([C:21]([O:23]CC)=[O:22])=[CH:19][CH:18]=3)=[CH:11][CH:12]=2)[C:7]([CH3:29])([CH3:28])[CH2:6][CH2:5]1)([CH3:3])[CH3:2].[OH-].[K+]>C(O)C>[CH:1]([N:4]1[C:13]2[C:8](=[CH:9][C:10]([CH2:14][CH2:15][NH:16][C:17]3[CH:18]=[CH:19][C:20]([C:21]([OH:23])=[O:22])=[CH:26][CH:27]=3)=[CH:11][CH:12]=2)[C:7]([CH3:29])([CH3:28])[CH2:6][CH2:5]1)([CH3:3])[CH3:2] |f:1.2|. Reported procedure: Ethyl 4-[(1-isopropyl-4,4-dimethyl-1,2,3,4-tetrahydroquinolin-6-yl)ethylamino]-benzoate (Compound 11, 71 mg, 0.18 mmol) was dissolved in ethanol (4.0 mL) and the solution treated with 2.3 M KOH (1.0 mL). The solution was heated to 40° C. and stirred for 18 hours. The solution was cooled and concentrated under reduced pressure. The residue was diluted with water, acidified with 10% HCl, and extracted with ethyl acetate (2×). The combined organic layers were washed with brine, dried (MgSO4), filte... The reactants are C(C)C(C(C=1OC2=C(C1C)C=C(C=C2)OC)NC2=CC=C(C(=O)OC)C=C2)CC (methyl 4-{[2-ethyl-1-(5-methoxy-3-methyl-1-benzofuran-2-yl)butyl]amino}benzoate), O1CCCC1 (tetrahydrofuran), [OH-].[Na+] (sodium hydroxide). Yield: 82.9%. Yields the product C(C)C(C(C=1OC2=C(C1C)C=C(C=C2)OC)NC2=CC=C(C(=O)O)C=C2)CC (4-{[2-ethyl-1-(5-methoxy-3-methyl-1-benzofuran-2-yl)butyl]amino}benzoic acid). Procedure: To a mixture of methyl 4-{[2-ethyl-1-(5-methoxy-3-methyl-1-benzofuran-2-yl)butyl]amino}benzoate (718 mg) synthesized above, tetrahydrofuran (5 mL) and ethanol (5 mL) was added 1N aqueous sodium hydroxide solution (5.00 mL), and the mixture was stirred overnight with heating under reflux, and concentrated under reduced pressure. The residue was dissolved in water (10 mL), and 1N hydrochloric acid (5.00 mL) was added at 0° C. The resulting precipitate was collected by filtration to give the title ... Conditions: time 8 hour. Reaction SMILES: [CH2:1]([CH:3]([CH2:28][CH3:29])[CH:4]([NH:17][C:18]1[CH:27]=[CH:26][C:21]([C:22]([O:24]C)=[O:23])=[CH:20][CH:19]=1)[C:5]1[O:6][C:7]2[CH:14]=[CH:13][C:12]([O:15][CH3:16])=[CH:11][C:8]=2[C:9]=1[CH3:10])[CH3:2].O1CCCC1.[OH-].[Na+]>C(O)C>[CH2:28]([CH:3]([CH2:1][CH3:2])[CH:4]([NH:17][C:18]1[CH:19]=[CH:20][C:21]([C:22]([OH:24])=[O:23])=[CH:26][CH:27]=1)[C:5]1[O:6][C:7]2[CH:14]=[CH:13][C:12]([O:15][CH3:16])=[CH:11][C:8]=2[C:9]=1[CH3:10])[CH3:29] |f:2.3|. Solvent: C(C)O (ethanol). Starting materials: C(#N)C1=CC2=CC[C@H]3[C@@H]4CC[C@@H]([C@@]4(C)CC[C@@H]3[C@]2(CC1)C)C(SC1=NC=CC=C1)=O (S-2-pyridyl 3-cyanoandrosta-3,5-diene-17β-thiocarboxylate), OC1=CC=C(C(C2=CC=CC=C2)N)C=C1 (4-hydroxybenzhydrylamine). Yields the product OC1=CC=C(C(C2=CC=CC=C2)NC(=O)[C@@H]2[C@]3(C)[C@@H](CC2)[C@@H]2CC=C4C=C(CC[C@]4(C)[C@H]2CC3)C#N)C=C1 (N-(4-Hydroxybenzhydryl)-3-cyanoandrosta-3,5-diene-17β-carboxamide). Isolated yield 83.0%. RXN SMILES: [C:1]([C:3]1[CH2:20][CH2:19][C@@:18]2([CH3:21])[C:5](=[CH:6][CH2:7][C@@H:8]3[C@@H:17]2[CH2:16][CH2:15][C@@:13]2([CH3:14])[C@H:9]3[CH2:10][CH2:11][C@@H:12]2[C:22](=[O:30])SC2C=CC=CN=2)[CH:4]=1)#[N:2].[OH:31][C:32]1[CH:45]=[CH:44][C:35]([CH:36]([NH2:43])[C:37]2[CH:42]=[CH:41][CH:40]=[CH:39][CH:38]=2)=[CH:34][CH:33]=1>>[OH:31][C:32]1[CH:33]=[CH:34][C:35]([CH:36]([NH:43][C:22]([C@H:12]2[CH2:11][CH2:10][C@H:9]3[C@H:8]4[C@H:17]([CH2:16][CH2:15][C@:13]23[CH3:14])[C@:18]2([CH3:21])[C:5]([CH:4]=[C:3]([C:1]#[N:2])[CH2:20][CH2:19]2)=[CH:6][CH2:7]4)=[O:30])[C:37]2[CH:42]=[CH:41][CH:40]=[CH:39][CH:38]=2)=[CH:44][CH:45]=1. Procedure details: Following a procedure similar to that described in Example 3(b), but using S-2-pyridyl 3-cyanoandrosta-3,5-diene-17β-thiocarboxylate [prepared as described in Example 3(a)] and 4-hydroxybenzhydrylamine (prepared as described in Preparation 13) as starting materials, in relative proportions similar to those used in that Example, the title compound was obtained in a yield of 83%. The reactants are C1(CC1)NC1CCN(CC1)C1=NC=C(C=N1)CC (cyclopropyl-[1-(5-ethyl-pyrimidin-2-yl)-piperidin-4-yl]-amine), FC=1C=C(C(=O)O)C=CC1N1N=CN=C1C (3-fluoro-4-(5-methyl-[1,2,4]triazol-1-yl)-benzoic acid). Yields the product C1(CC1)N(C(C1=CC(=C(C=C1)N1N=CN=C1C)F)=O)C1CCN(CC1)C1=NC=C(C=N1)CC (N-Cyclopropyl-N-[1-(5-ethyl-pyrimidin-2-yl)-piperidin-4-yl]-3-fluoro-4-(5-methyl-[1,2,4]triazol-1-yl)-benzamide). RXN SMILES: [CH:1]1([NH:4][CH:5]2[CH2:10][CH2:9][N:8]([C:11]3[N:16]=[CH:15][C:14]([CH2:17][CH3:18])=[CH:13][N:12]=3)[CH2:7][CH2:6]2)[CH2:3][CH2:2]1.[F:19][C:20]1[CH:21]=[C:22]([CH:26]=[CH:27][C:28]=1[N:29]1[C:33]([CH3:34])=[N:32][CH:31]=[N:30]1)[C:23](O)=[O:24]>>[CH:1]1([N:4]([CH:5]2[CH2:10][CH2:9][N:8]([C:11]3[N:12]=[CH:13][C:14]([CH2:17][CH3:18])=[CH:15][N:16]=3)[CH2:7][CH2:6]2)[C:23](=[O:24])[C:22]2[CH:26]=[CH:27][C:28]([N:29]3[C:33]([CH3:34])=[N:32][CH:31]=[N:30]3)=[C:20]([F:19])[CH:21]=2)[CH2:2][CH2:3]1. Reported procedure: The title compound is prepared from cyclopropyl-[1-(5-ethyl-pyrimidin-2-yl)-piperidin-4-yl]-amine and 3-fluoro-4-(5-methyl-[1,2,4]triazol-1-yl)-benzoic acid following a procedure analogous to that described in Example 90. LC (method 19): tR=3.69 min; Mass spectrum (ESI+): m/z=450 [M+H]+. As a reaction SMILES: [C:16](=[O:17])([O-:18])[O-:19].[CH2:2]([CH3:3])[CH:4]1[CH2:5][O:6][CH2:7][CH2:8][NH:9]1.[CH3:22][N:23]([CH3:24])[CH:25]=[O:26].[Cl:10][CH2:11][C:12]#[C:13][CH2:14][Cl:15].[ClH:1].[K+:20].[K+:21]>>[CH2:2]([CH3:3])[CH:4]1[CH2:5][O:6][CH2:7][CH2:8][N:9]1[CH2:14][C:13]#[C:12][CH2:11][Cl:10]. The product is CCC1COCCN1CC#CCCl. The reactants are O=C([O-])[O-], CCC1COCCN1, CN(C)C=O, ClCC#CCCl, Cl, [K+], [K+]. Starting materials: ClC1=C(NC(=CC(C(C(=O)C2=CC=CC=C2)C)=O)C2=CC=CC=C2)C=CC=C1 (5-(2-chloroanilino)-2-methyl-1,5-diphenyl-4-pentene-1,3-dione), polyphosphoric acid, resultant mixture. Run in C=1(C(=CC=CC1)C)C (xylene). Conditions: time 2 hour. The product is ClC1=C(C=CC=C1)N1C(=C(C(C=C1C1=CC=CC=C1)=O)C)C1=CC=CC=C1 (1-(2-chlorophenyl)-3-methyl-2,6-diphenyl-4(1H)-pyridinone). Isolated yield 15.1%. Reaction SMILES: [Cl:1][C:2]1[CH:28]=[CH:27][CH:26]=[CH:25][C:3]=1[NH:4][C:5]([C:19]1[CH:24]=[CH:23][CH:22]=[CH:21][CH:20]=1)=[CH:6][C:7](=[O:18])[CH:8]([CH3:17])[C:9]([C:11]1[CH:16]=[CH:15][CH:14]=[CH:13][CH:12]=1)=O>C1(C)C(C)=CC=CC=1>[Cl:1][C:2]1[CH:28]=[CH:27][CH:26]=[CH:25][C:3]=1[N:4]1[C:5]([C:19]2[CH:20]=[CH:21][CH:22]=[CH:23][CH:24]=2)=[CH:6][C:7](=[O:18])[C:8]([CH3:17])=[C:9]1[C:11]1[CH:16]=[CH:15][CH:14]=[CH:13][CH:12]=1. Procedure details: To 17.8 g (0.050 mole) of 5-(2-chloroanilino)-2-methyl-1,5-diphenyl-4-pentene-1,3-dione, 200 ml of xylene and 100 g of polyphosphoric acid were added. The resultant mixture was heated under reflux for 30 minutes. After cooling the reaction mixture, the solvent was removed by decantation and the remaining solid matter was added with 200 ml of chloroform and 200 ml of water. The resultant mixture was then stirred vigorously for 2 hours. Thereafter, the organic layer was washed with water and then ...